Dataset: the Open Reaction Database (ORD), a public repository of structured organic reaction records. Task: describe an organic reaction: reactants, conditions, products, and yield The reactants are COC=1C(NC=CC1)=O (3-methoxy-2(1H)-pyridone), C([O-])([O-])=O.[K+].[K+] (potassium carbonate), BrCCCCCl (1-Bromo-4-chlorobutane). Run in CN(C=O)C (N,N-dimethylformamide). Reaction conditions: time 1 hour. The product is ClCCCCN1C(C(=CC=C1)OC)=O (1-(4-Chlorobutyl)-3-(methyloxy)-2(1H)-pyridinone). Yield: 42.0%. Reaction SMILES: [CH3:1][O:2][C:3]1[C:4](=[O:9])[NH:5][CH:6]=[CH:7][CH:8]=1.C(=O)([O-])[O-].[K+].[K+].Br[CH2:17][CH2:18][CH2:19][CH2:20][Cl:21]>CN(C)C=O>[Cl:21][CH2:20][CH2:19][CH2:18][CH2:17][N:5]1[CH:6]=[CH:7][CH:8]=[C:3]([O:2][CH3:1])[C:4]1=[O:9] |f:1.2.3|. Procedure details: A mixture of 3-methoxy-2(1H)-pyridone (0.54 g, 4.31 mmol) and potassium carbonate (0.71 g, 5.14 mmol) in anhydrous N,N-dimethylformamide (20 mL) was stirred at room temperature for 1 h. 1-Bromo-4-chlorobutane (0.50 mL, 4.33 mmol) was then added and the resulting reaction mixture was stirred at room temperature overnight. The reaction mixture was quenched with water (20 mL) and extracted with dichloromethane (3×30 mL). The organic layers were collected, dried over Na2SO4 and concentrated in vacuo... RXN SMILES: [C:1]([O:2][C:3](=[O:4])[NH:8][CH:9]([CH2:10][C:11](=[O:12])[NH:13][CH:14]1[CH:15]([NH:23][C:24](=[O:25])[c:26]2[cH:27][c:28]3[c:29]([nH:30]2)[c:31]([Cl:35])[c:32]([Cl:34])[s:33]3)[CH2:16][c:17]2[cH:18][cH:19][cH:20][cH:21][c:22]21)[C:36]([NH2:37])=[O:38])([CH3:5])([CH3:6])[CH3:7].[F:39][C:40]([C:41](=[O:42])[OH:43])([F:44])[F:45]>>[F:39][C:40]([C:41](=[O:42])[O-:43])([F:44])[F:45].[NH2:8][CH:9]([CH2:10][C:11](=[O:12])[NH:13][CH:14]1[CH:15]([NH:23][C:24](=[O:25])[c:26]2[cH:27][c:28]3[c:29]([nH:30]2)[c:31]([Cl:35])[c:32]([Cl:34])[s:33]3)[CH2:16][c:17]2[cH:18][cH:19][cH:20][cH:21][c:22]21)[C:36]([NH2:37])=[O:38]. The product is O=C([O-])C(F)(F)F, NC(=O)C(N)CC(=O)NC1c2ccccc2CC1NC(=O)c1cc2sc(Cl)c(Cl)c2[nH]1. Reactants: CC(C)(C)OC(=O)NC(CC(=O)NC1c2ccccc2CC1NC(=O)c1cc2sc(Cl)c(Cl)c2[nH]1)C(N)=O, O=C(O)C(F)(F)F. The reactants are CCOC(=O)c1noc(C(CCCC2CCCCC2)CC(=O)OC(C)(C)C)n1, CNCCN(C)C, CCO. The product is CN(C)CCN(C)C(=O)c1noc(C(CCCC2CCCCC2)CC(=O)OC(C)(C)C)n1. Reaction SMILES: [C:1]([CH3:2])([CH3:3])([CH3:4])[O:5][C:6]([CH2:7][CH:8]([CH2:9][CH2:10][CH2:11][CH:12]1[CH2:13][CH2:14][CH2:15][CH2:16][CH2:17]1)[c:18]1[n:19][c:20]([C:23]([O:25][CH2:24][CH3:26])=[O:27])[n:21][o:22]1)=[O:28].[CH3:29][N:30]([CH2:31][CH2:32][NH:33][CH3:34])[CH3:35].[CH3:36][CH2:37][OH:38]>>[C:1]([CH3:2])([CH3:3])([CH3:4])[O:5][C:6]([CH2:7][CH:8]([CH2:9][CH2:10][CH2:11][CH:12]1[CH2:13][CH2:14][CH2:15][CH2:16][CH2:17]1)[c:18]1[n:19][c:20]([C:23](=[O:25])[N:33]([CH2:32][CH2:31][N:30]([CH3:29])[CH3:35])[CH3:34])[n:21][o:22]1)=[O:28]. The reactants are CS(C)=O, CCn1cc(C(=O)O)c(=O)c2cc(Cl)c(Cl)cc21, OCCN1CCNCC1. Product: CCn1cc(C(=O)O)c(=O)c2cc(Cl)c(N3CCN(CCO)CC3)cc21. RXN SMILES: [CH3:28][S:29]([CH3:30])=[O:31].[Cl:1][c:2]1[cH:3][c:4]2[c:5](=[O:18])[c:6]([C:15](=[O:16])[OH:17])[cH:7][n:8]([CH2:13][CH3:14])[c:9]2[cH:10][c:11]1[Cl:12].[OH:19][CH2:20][CH2:21][N:22]1[CH2:23][CH2:24][NH:25][CH2:26][CH2:27]1>>[Cl:1][c:2]1[cH:3][c:4]2[c:5](=[O:18])[c:6]([C:15](=[O:16])[OH:17])[cH:7][n:8]([CH2:13][CH3:14])[c:9]2[cH:10][c:11]1[N:25]1[CH2:24][CH2:23][N:22]([CH2:21][CH2:20][OH:19])[CH2:27][CH2:26]1. Reactants: CC#N, CS(=O)(=O)c1ccc(N)c(Cl)c1, Cl, [I-], [K+], O=N[O-], [Na+], O. Yields the product CS(=O)(=O)c1ccc(I)c(Cl)c1. Reaction SMILES: [CH3:20][C:21]#[N:22].[Cl:1][c:2]1[c:3]([NH2:4])[cH:5][cH:6][c:7]([S:9](=[O:10])(=[O:11])[CH3:12])[cH:8]1.[ClH:19].[I-:18].[K+:17].[N:13]([O-:14])=[O:15].[Na+:16].[OH2:23]>>[Cl:1][c:2]1[c:3]([I:18])[cH:5][cH:6][c:7]([S:9](=[O:10])(=[O:11])[CH3:12])[cH:8]1. Reactants: FB(F)F, [BH3-]C#N, CCOCC, CCOC(C)=O, [Na+], CCCc1c(Cc2ccc(-c3ccccc3C#N)cc2)c(=O)n(C2CCC3(CC2)OC2CCCC2O3)c2ncnn12, C1CCOC1. Yields the product CCCc1c(Cc2ccc(-c3ccccc3C#N)cc2)c(=O)n(C2CCC(OC3CCCC3O)CC2)c2ncnn12. RXN SMILES: [B:51]([F:52])([F:53])[F:54].[C:42]([BH3-:43])#[N:44].[CH2:46]([O:47][CH2:48][CH3:49])[CH3:50].[CH3:60][CH2:61][O:62][C:63](=[O:64])[CH3:65].[Na+:45].[O:1]=[c:2]1[n:3]([CH:29]2[CH2:30][CH2:31][C:32]3([CH2:33][CH2:34]2)[O:35][CH:36]2[CH:37]([O:38]3)[CH2:39][CH2:40][CH2:41]2)[c:4]2[n:5]([c:6]([CH2:23][CH2:24][CH3:25])[c:7]1[CH2:8][c:9]1[cH:10][cH:11][c:12](-[c:15]3[c:16]([C:21]#[N:22])[cH:17][cH:18][cH:19][cH:20]3)[cH:13][cH:14]1)[n:26][cH:27][n:28]2.[O:55]1[CH2:56][CH2:57][CH2:58][CH2:59]1>>[O:1]=[c:2]1[n:3]([CH:29]2[CH2:30][CH2:31][CH:32]([O:35][CH:36]3[CH:37]([OH:38])[CH2:39][CH2:40][CH2:41]3)[CH2:33][CH2:34]2)[c:4]2[n:5]([c:6]([CH2:23][CH2:24][CH3:25])[c:7]1[CH2:8][c:9]1[cH:10][cH:11][c:12](-[c:15]3[c:16]([C:21]#[N:22])[cH:17][cH:18][cH:19][cH:20]3)[cH:13][cH:14]1)[n:26][cH:27][n:28]2. The reactants are C(C)(C)(C)C1=C(C=CC=C1)[N+](=O)[O-] (2-t-Butylnitrobenzene), [H-].[Al+3].[Li+].[H-].[H-].[H-] (lithium aluminum hydride), O (water), [OH-].[Na+] (sodium hydroxide), O (water). Run in CCOCC (ether), CCOCC (ether). The product is C(C)(C)(C)C1=C(C=CC=C1)N=NC1=C(C=CC=C1)C(C)(C)C (2,2'-di-t-butylazobenzene). The yield is 18.4%. Reaction SMILES: [C:1]([C:5]1[CH:10]=[CH:9][CH:8]=[CH:7][C:6]=1[N+:11]([O-])=O)([CH3:4])([CH3:3])[CH3:2].[H-].[Al+3].[Li+].[H-].[H-].[H-].O.[OH-].[Na+]>CCOCC>[C:1]([C:5]1[CH:10]=[CH:9][CH:8]=[CH:7][C:6]=1[N:11]=[N:11][C:6]1[CH:7]=[CH:8][CH:9]=[CH:10][C:5]=1[C:1]([CH3:4])([CH3:3])[CH3:2])([CH3:4])([CH3:3])[CH3:2] |f:1.2.3.4.5.6,8.9|. Reported procedure: Procedure B -- 2-t-Butylnitrobenzene (30.0 grams, 0.17 mole) in 100 milliliters of ether was added to a suspension of 8.22 grams (0.22 mole) of lithium aluminum hydride in 700 milliliters of ether at a temperature of 5°-10° C. The mixture was allowed to come to ambient temperature and stirred for an additional 0.5-hour period. Hydrolysis was accomplished by the successive addition of 15 milliliters of water, 15 milliliters of 20 percent aqueous sodium hydroxide, and 30 milliliters of water. Afte... The reactants are COC=1C(=C(C=CC1)C=1C=C(C=CC(=O)OC)C=CC1)OCCCCC (Methyl 3-(3-methoxy-2-pentyloxyphenyl)cinnamate), [OH-].[Na+] (sodium hydroxide). The solvent is C(C)O (ethanol). Product: COC=1C(=C(C=CC1)C=1C=C(C=CC(=O)O)C=CC1)OCCCCC (3-(3-methoxy-2-pentyloxyphenyl)cinnamic acid). Isolated yield 60.6%. Reaction SMILES: [CH3:1][O:2][C:3]1[C:4]([O:21][CH2:22][CH2:23][CH2:24][CH2:25][CH3:26])=[C:5]([C:9]2[CH:10]=[C:11]([CH:18]=[CH:19][CH:20]=2)[CH:12]=[CH:13][C:14]([O:16]C)=[O:15])[CH:6]=[CH:7][CH:8]=1.[OH-].[Na+]>C(O)C>[CH3:1][O:2][C:3]1[C:4]([O:21][CH2:22][CH2:23][CH2:24][CH2:25][CH3:26])=[C:5]([C:9]2[CH:10]=[C:11]([CH:18]=[CH:19][CH:20]=2)[CH:12]=[CH:13][C:14]([OH:16])=[O:15])[CH:6]=[CH:7][CH:8]=1 |f:1.2|. Reported procedure: Methyl 3-(3-methoxy-2-pentyloxyphenyl)cinnamate (1.47 g, 5.28 mmol), ethanol (10 ml) and a 1N aqueous sodium hydroxide solution (10 ml) were mixed, and this solution was refluxed under heating for 0.5 hour. Ethanol was evaporated under reduced pressure, and conc. hydrochloric acid was added to make the mixture acidic (pH=1). The precipitated crystals were extracted 3 times with ethyl acetate (20 ml). The organic layers were combined, washed 3 times with saturated brine (20 ml), and dried over an... Reactants: COC(=O)C=1C(SC2=CC(=CC=C2C1O)Br)=O (7-bromo-4-hydroxy-2-oxo-2H-thiochromene-3-carboxylic acid methyl ester), FC=1C=C(C=CC1)B(O)O (3-fluoro-phenylboronic acid). Yields the product COC(=O)C=1C(SC2=CC(=CC=C2C1O)C1=CC(=CC=C1)F)=O (7-(3-Fluoro-phenyl)-4-hydroxy-2-oxo-2H-thiochromene-3-carboxylic acid methyl ester). RXN SMILES: [CH3:1][O:2][C:3]([C:5]1[C:6](=[O:17])[S:7][C:8]2[C:13]([C:14]=1[OH:15])=[CH:12][CH:11]=[C:10](Br)[CH:9]=2)=[O:4].[F:18][C:19]1[CH:20]=[C:21](B(O)O)[CH:22]=[CH:23][CH:24]=1>>[CH3:1][O:2][C:3]([C:5]1[C:6](=[O:17])[S:7][C:8]2[C:13]([C:14]=1[OH:15])=[CH:12][CH:11]=[C:10]([C:23]1[CH:22]=[CH:21][CH:20]=[C:19]([F:18])[CH:24]=1)[CH:9]=2)=[O:4]. Reported procedure: 7-(3-Fluoro-phenyl)-4-hydroxy-2-oxo-2H-thiochromene-3-carboxylic acid methyl ester was prepared from 7-bromo-4-hydroxy-2-oxo-2H-thiochromene-3-carboxylic acid methyl ester under conditions analogous to Example 7(a) using 3-fluoro-phenylboronic acid. 1H NMR (200 MHz, CDCl3): δ (ppm)=8.41 (d, 1H), 7.625-7.114 (m, 6H), 4.02 (s, 3H).